Task: describe an organic reaction: reactants, conditions, products, and yield. Dataset: the Open Reaction Database (ORD), a public repository of structured organic reaction records Reaction SMILES: N1C=CC=CC=1.[OH:7][CH2:8][C:9]1[CH:14]([C:15]([O:17][CH:18]([C:25]2[CH:30]=[CH:29][CH:28]=[CH:27][CH:26]=2)[C:19]2[CH:24]=[CH:23][CH:22]=[CH:21][CH:20]=2)=[O:16])[N:13]2[C:31](=[O:42])[C@@H:32]([NH:33][C:34](=[O:41])[CH2:35][C:36]3[S:37][CH:38]=[CH:39][CH:40]=3)[C@H:12]2[S:11][CH:10]=1>[O-2].[O-2].[O-2].[Cr+6].C(Cl)Cl>[CH:8]([C:9]1[CH:14]([C:15]([O:17][CH:18]([C:25]2[CH:30]=[CH:29][CH:28]=[CH:27][CH:26]=2)[C:19]2[CH:20]=[CH:21][CH:22]=[CH:23][CH:24]=2)=[O:16])[N:13]2[C:31](=[O:42])[C@@H:32]([NH:33][C:34](=[O:41])[CH2:35][C:36]3[S:37][CH:38]=[CH:39][CH:40]=3)[C@H:12]2[S:11][CH:10]=1)=[O:7] |f:2.3.4.5|. Reactants: N1=CC=CC=C1 (pyridine), OCC1=CS[C@H]2N(C1C(=O)OC(C1=CC=CC=C1)C1=CC=CC=C1)C([C@H]2NC(CC=2SC=CC2)=O)=O (benzhydryl 3-hydroxymethyl-7β-(thiophen-2-yl-acetamido)-ceph-2-em-4-carboxylate). Procedure: In this preparation 31. g. of dried chromium trioxide is added to a mixture of 51 g. of dry pyridine and 800 ml. of dry methylene chloride and stirred at 15° C. under nitrogen for 20 minutes. 26 Grams of benzhydryl 3-hydroxymethyl-7β-(thiophen-2-yl-acetamido)-ceph-2-em-4-carboxylate in 250 ml. of dry methylene chloride is added in one portion. The resulting mixture is stirred for 30 minutes and then filtered through diactomaceous earth. The contents of the reaction flask and the diatomaceous ear... Product: C(=O)C1=CS[C@H]2N(C1C(=O)OC(C1=CC=CC=C1)C1=CC=CC=C1)C([C@H]2NC(CC=2SC=CC2)=O)=O (Benzhydryl 3-formyl-7β-(thiophen-2-yl-acetamido)-ceph-2-em-4-carboxylate). Run in C(Cl)Cl (methylene chloride), C(Cl)Cl (methylene chloride). Reagents/catalysts: [O-2].[O-2].[O-2].[Cr+6] (chromium trioxide). Conditions: time 30 minute. Starting materials: CC=1C=2C=C(C=CC2N(C1C=3C=CC(=CC3)O)CC=4C=CC(=CC4)OCCN5CCCCCC5)O (bazedoxifene), CO (methanol). The solvent is C(C)(C)O (isopropyl alcohol). Conditions: temperature 27.5 celsius, time 22.5 minute. The product is CC=1C=2C=C(C=CC2N(C1C=3C=CC(=CC3)O)CC=4C=CC(=CC4)OCCN5CCCCCC5)O.CC(=O)O (Bazedoxifene Acetate). Yield: 87.0%. Reaction SMILES: [CH3:1][C:2]1[C:3]2[CH:4]=[C:5]([OH:35])[CH:6]=[CH:7][C:8]=2[N:9]([CH2:18][C:19]2[CH:20]=[CH:21][C:22]([O:25][CH2:26][CH2:27][N:28]3[CH2:34][CH2:33][CH2:32][CH2:31][CH2:30][CH2:29]3)=[CH:23][CH:24]=2)[C:10]=1[C:11]1[CH:12]=[CH:13][C:14]([OH:17])=[CH:15][CH:16]=1.C[OH:37]>C(O)(C)C>[CH3:1][C:2]1[C:3]2[CH:4]=[C:5]([OH:35])[CH:6]=[CH:7][C:8]=2[N:9]([CH2:18][C:19]2[CH:24]=[CH:23][C:22]([O:25][CH2:26][CH2:27][N:28]3[CH2:29][CH2:30][CH2:31][CH2:32][CH2:33][CH2:34]3)=[CH:21][CH:20]=2)[C:10]=1[C:11]1[CH:12]=[CH:13][C:14]([OH:17])=[CH:15][CH:16]=1.[CH3:27][C:26]([OH:37])=[O:25] |f:3.4|. Reported procedure: Crystalline bazedoxifene free base (60 g) is charged in a mixture of methanol (720 mL) and isopropyl alcohol (480 mL) and heated at reflux temperature to make a clear solution. The solution is filtered and cooled to 25-30° C. followed by addition of acetic acid (9.94 g). The reaction mixture is stirred for 15-30 minutes and subsequently seed crystals of Form D (3 g) are added and further the mixture is stirred at the same temperature for about 30 minutes. The reaction mixture is then cooled to 0...